Task: describe an organic reaction: reactants, conditions, products, and yield. Dataset: the Open Reaction Database (ORD), a public repository of structured organic reaction records The reactants are N#CCBr, O=C([O-])[O-], Cc1cc(-c2ccc(CC(=O)Nc3ccc(N4CCNCC4)cn3)cc2)ccn1, [K+], [K+], CN(C)C=O, O. Yields the product Cc1cc(-c2ccc(CC(=O)Nc3ccc(N4CCN(CC#N)CC4)cn3)cc2)ccn1. As a reaction SMILES: [Br:30][CH2:31][C:32]#[N:33].[C:34](=[O:35])([O-:36])[O-:37].[CH3:1][c:2]1[n:3][cH:4][cH:5][c:6](-[c:8]2[cH:9][cH:10][c:11]([CH2:14][C:15](=[O:16])[NH:17][c:18]3[n:19][cH:20][c:21]([N:24]4[CH2:25][CH2:26][NH:27][CH2:28][CH2:29]4)[cH:22][cH:23]3)[cH:12][cH:13]2)[cH:7]1.[K+:38].[K+:39].[O:41]=[CH:42][N:43]([CH3:44])[CH3:45].[OH2:40]>>[CH3:1][c:2]1[n:3][cH:4][cH:5][c:6](-[c:8]2[cH:9][cH:10][c:11]([CH2:14][C:15](=[O:16])[NH:17][c:18]3[n:19][cH:20][c:21]([N:24]4[CH2:25][CH2:26][N:27]([CH2:31][C:32]#[N:33])[CH2:28][CH2:29]4)[cH:22][cH:23]3)[cH:12][cH:13]2)[cH:7]1.